This data is from the Open Reaction Database (ORD), a public repository of structured organic reaction records. The task is: describe an organic reaction: reactants, conditions, products, and yield The reactants are ClC1=CC(=CC2=C1OCO2)C2=C(N(N=C2C(F)(F)F)C2=NC=CC=N2)N (4-(7-chloro-1,3-benzodioxol-5-yl)-2-pyrimidin-2-yl-5-(trifluoromethyl)pyrazol-3-amine), COC1OC(CC1)OC (2,5-dimethoxytetrahydrofuran). The solvent is C(C)(=O)O (acetic acid). The product is ClC=1C=C(C=C(C1)C(F)(F)F)C=1C(=NN(C1N1C=CC=C1)C1=NC=CC=N1)C(F)(F)F (2-[4-[3-chloro-5-(trifluoromethyl)phenyl]-5-pyrrol-1-yl-3-(trifluoromethyl)pyrazol-1-yl]pyrimidine). Yield: 114.5%. As a reaction SMILES: [Cl:1][C:2]1[C:7]2OCO[C:6]=2[CH:5]=[C:4]([C:11]2[C:15]([C:16]([F:19])([F:18])[F:17])=[N:14][N:13]([C:20]3[N:25]=[CH:24][CH:23]=[CH:22][N:21]=3)[C:12]=2[NH2:26])[CH:3]=1.CO[CH:29]1[CH2:33][CH2:32][CH:31](OC)O1>C(O)(=O)C>[Cl:1][C:2]1[CH:3]=[C:4]([C:11]2[C:15]([C:16]([F:19])([F:18])[F:17])=[N:14][N:13]([C:20]3[N:25]=[CH:24][CH:23]=[CH:22][N:21]=3)[C:12]=2[N:26]2[CH:29]=[CH:33][CH:32]=[CH:31]2)[CH:5]=[C:6]([C:16]([F:19])([F:18])[F:17])[CH:7]=1. Reported procedure: A mixture of 4-(7-chloro-1,3-benzodioxol-5-yl)-2-pyrimidin-2-yl-5-(trifluoromethyl)pyrazol-3-amine (0.383 g, 1.00 mmol) and 2,5-dimethoxytetrahydrofuran (0.145 g, 1.10 mmol) in acetic acid was stirred under reflux for 1 hour. After cooling, the precipitate was filtered off and recrystallized from ethanol to give the title compound (0.262 g, 57%). The reactants are ClC1=CC=CC=2[C@]3([C@@H](ON(C21)C)N[C@@H](C3)C(=O)O[C@H]3[C@@H](C(=C[C@H]2[C@@H](CC[C@H]([C@]32O)C)C(=C)C)C)O)O ((1S,2R,4aS,5R,8R,8aR)-2,8a-dihydroxy-3,8-dimethyl-5-(1-methylethenyl)-1,2,4a,5,6,7,8,8a-octahydronaphthalen-1-yl (2S,3aR,9bR)-6-chloro-9b -hydroxy-5-methyl-1,2,3,3a,5,9b-hexahydropyrrolo[2,3-c][2,1]benzoxazine-2-carboxylate), C1(CC1)C(=O)O (cyclopropanecarboxylic acid), Cl.CN(CCCN=C=NCC)C (1-(3-dimethylaminopropyl)-3-ethylcarbodiimide hydrochloride). Reagents/catalysts: CN(C1=CC=NC=C1)C (4-dimethylaminopyridine). Solvent: O1CCCC1 (tetrahydrofuran). Reaction conditions: time 18 hour. The product is ClC1=CC=CC=2[C@]3([C@@H](ON(C21)C)N[C@@H](C3)C(=O)O[C@H]3[C@@H](C(=C[C@H]2[C@@H](CC[C@H]([C@]32O)C)C(=C)C)C)OC(=O)C3CC3)O ((1S,2R,4aS,5R,8R,8aR)-2-[(cyclopropylcarbonyl)oxy]-8a-hydroxy-3,8-dimethyl-5-(1-methylethenyl)-1,2,4a,5,6,7,8,8a-octahydronaphthalen-1-yl(2S,3aR,9bR)-6-chloro-9b-hydroxy-5-methyl-1,2,3,3a,5,9b-hexahydropyrrolo[2,3-c][2,1]benzoxazine-2-carboxylate). Isolated yield 17.9%. As a reaction SMILES: [Cl:1][C:2]1[C:11]2[N:10]([CH3:12])[O:9][C@H:8]3[NH:13][C@H:14]([C:16]([O:18][C@@H:19]4[C@:28]5([OH:29])[C@H:23]([C@H:24]([C:31]([CH3:33])=[CH2:32])[CH2:25][CH2:26][C@H:27]5[CH3:30])[CH:22]=[C:21]([CH3:34])[C@H:20]4[OH:35])=[O:17])[CH2:15][C@@:7]3([OH:36])[C:6]=2[CH:5]=[CH:4][CH:3]=1.[CH:37]1([C:40](O)=[O:41])[CH2:39][CH2:38]1.Cl.CN(C)CCCN=C=NCC>CN(C)C1C=CN=CC=1.O1CCCC1>[Cl:1][C:2]1[C:11]2[N:10]([CH3:12])[O:9][C@H:8]3[NH:13][C@H:14]([C:16]([O:18][C@@H:19]4[C@:28]5([OH:29])[C@H:23]([C@H:24]([C:31]([CH3:33])=[CH2:32])[CH2:25][CH2:26][C@H:27]5[CH3:30])[CH:22]=[C:21]([CH3:34])[C@H:20]4[O:35][C:40]([CH:37]4[CH2:39][CH2:38]4)=[O:41])=[O:17])[CH2:15][C@@:7]3([OH:36])[C:6]=2[CH:5]=[CH:4][CH:3]=1 |f:2.3|. Reported procedure: To a solution of (1S,2R,4aS,5R,8R,8aR)-2,8a-dihydroxy-3,8-dimethyl-5-(1-methylethenyl)-1,2,4a,5,6,7,8,8a-octahydronaphthalen-1-yl (2S,3aR,9bR)-6-chloro-9b -hydroxy-5-methyl-1,2,3,3a,5,9b-hexahydropyrrolo[2,3-c][2,1]benzoxazine-2-carboxylate (Preparation 139, 100 mg, 0.19 mmol) and 4-dimethylaminopyridine (30 mg, 0.25 mmol) in tetrahydrofuran (10 ml) was added cyclopropanecarboxylic acid (400 mg, 4.7 mmol) and 1-(3-dimethylaminopropyl)-3-ethylcarbodiimide hydrochloride (90 mg, 0.58 mmol) and the ...